Dataset: the Open Reaction Database (ORD), a public repository of structured organic reaction records. Task: describe an organic reaction: reactants, conditions, products, and yield Starting materials: CC(C)(C)OC(=O)N1CCN(Cc2ccccc2)CC1CCO, CO. Yields the product CC(C)(C)OC(=O)N1CCNCC1CCO. As a reaction SMILES: [CH2:1]([c:2]1[cH:3][cH:4][cH:5][cH:6][cH:7]1)[N:8]1[CH2:9][CH:10]([CH2:21][CH2:22][OH:23])[N:11]([C:14](=[O:15])[O:16][C:17]([CH3:18])([CH3:19])[CH3:20])[CH2:12][CH2:13]1.[CH3:24][OH:25]>>[NH:8]1[CH2:9][CH:10]([CH2:21][CH2:22][OH:23])[N:11]([C:14](=[O:15])[O:16][C:17]([CH3:18])([CH3:19])[CH3:20])[CH2:12][CH2:13]1. Starting materials: N (ammonia), N (ammonia), P(=O)(Cl)(Cl)Cl (phosphorus oxychloride), ClCCC1N(C(N(C1)CC)=O)C1=CC=CC=C1 (2-chloroethyl-1-ethyl-2-oxo-3-phenyl imidazolidine). Solvent: liquid. Reaction conditions: time 3.5 hour. Yields the product Cl.ClCCC1N(C(N(C1)CC)=N)C1=CC=CC=C1 (4-(2-Chloroethyl)-1-ethyl-2-imino-3-phenylimidazolidine Hydrochloride). Reaction SMILES: P(Cl)(Cl)([Cl:3])=O.[Cl:6][CH2:7][CH2:8][CH:9]1[CH2:13][N:12]([CH2:14][CH3:15])[C:11](=O)[N:10]1[C:17]1[CH:22]=[CH:21][CH:20]=[CH:19][CH:18]=1.[NH3:23]>>[ClH:3].[Cl:6][CH2:7][CH2:8][CH:9]1[CH2:13][N:12]([CH2:14][CH3:15])[C:11](=[NH:23])[N:10]1[C:17]1[CH:22]=[CH:21][CH:20]=[CH:19][CH:18]=1 |f:3.4|. Procedure details: To 250 ml of phosphorus oxychloride was added 95.6 g (0.378 mole) of 4-(2-chloroethyl-1-ethyl-2-oxo-3-phenyl imidazolidine and the mixture stirred at 70°-100° C. for 3.5 hours and concentrated on the rotary evaporator, yielding an oil. The oil was added to approximately 500 ml of liquid ammonia and stirred while the ammonia was allowed to evaporate. The residue was partitioned between chloroform and dilute NaOH. The chloroform layer was concentrated and the residue dissolved in isopropyl ether. ... The reactants are CC(=O)O[BH-](OC(C)=O)OC(C)=O, [Na+], O=C(NCc1ccc2c(c1)OCO2)C1CCCN1, C1COCCO1, CC(=O)c1cc(C)nc(-n2ccnc2)n1. Yields the product Cc1cc(C(C)N2CCCC2C(=O)NCc2ccc3c(c2)OCO3)nc(-n2ccnc2)n1. Reaction SMILES: [C:34]([O:35][BH-:36]([O:37][C:38](=[O:39])[CH3:40])[O:41][C:42](=[O:43])[CH3:44])(=[O:45])[CH3:46].[Na+:47].[O:1]1[CH2:2][O:3][c:4]2[c:5]1[cH:6][cH:7][c:8]([CH2:10][NH:11][C:12](=[O:13])[CH:14]1[NH:15][CH2:16][CH2:17][CH2:18]1)[cH:9]2.[O:48]1[CH2:49][CH2:50][O:51][CH2:52][CH2:53]1.[n:19]1(-[c:24]2[n:25][c:26]([CH3:33])[cH:27][c:28]([C:30]([CH3:31])=[O:32])[n:29]2)[cH:20][n:21][cH:22][cH:23]1>>[O:1]1[CH2:2][O:3][c:4]2[c:5]1[cH:6][cH:7][c:8]([CH2:10][NH:11][C:12](=[O:13])[CH:14]1[N:15]([CH:30]([c:28]3[cH:27][c:26]([CH3:33])[n:25][c:24](-[n:19]4[cH:20][n:21][cH:22][cH:23]4)[n:29]3)[CH3:31])[CH2:16][CH2:17][CH2:18]1)[cH:9]2. Starting materials: C(C)(C)(C)OC(C1=CC(=C(C=C1)NC1CCN(CC1)C1=NC2=CC(=C(C=C2C(=N1)N)OC)OC)[N+](=O)[O-])=O (4-[1-(4-Amino-6,7-dimethoxyquinazolin-2-yl)piperidin-4-ylamino]-3-nitrobenzoic acid tert-butyl ester). Run in C(=O)(C(F)(F)F)O (TFA). Reaction conditions: temperature 25 celsius, time 12 hour. The product is NC1=NC(=NC2=CC(=C(C=C12)OC)OC)N1CCC(CC1)NC1=C(C=C(C(=O)O)C=C1)[N+](=O)[O-] (4-[1-(4-Amino-6,7-dimethoxyquinazolin-2-yl)piperidin-4-ylamino]-3-nitrobenzoic acid). RXN SMILES: C([O:5][C:6](=[O:38])[C:7]1[CH:12]=[CH:11][C:10]([NH:13][CH:14]2[CH2:19][CH2:18][N:17]([C:20]3[N:29]=[C:28]([NH2:30])[C:27]4[C:22](=[CH:23][C:24]([O:33][CH3:34])=[C:25]([O:31][CH3:32])[CH:26]=4)[N:21]=3)[CH2:16][CH2:15]2)=[C:9]([N+:35]([O-:37])=[O:36])[CH:8]=1)(C)(C)C>C(O)(C(F)(F)F)=O>[NH2:30][C:28]1[C:27]2[C:22](=[CH:23][C:24]([O:33][CH3:34])=[C:25]([O:31][CH3:32])[CH:26]=2)[N:21]=[C:20]([N:17]2[CH2:18][CH2:19][CH:14]([NH:13][C:10]3[CH:11]=[CH:12][C:7]([C:6]([OH:38])=[O:5])=[CH:8][C:9]=3[N+:35]([O-:37])=[O:36])[CH2:15][CH2:16]2)[N:29]=1. Reported procedure: A solution of (6) (0.03 g, 0.057 mmol) in TFA (5 mL) was capped with a drying tube and stirred at 25° C. for 12 h. The reaction mixture was evaporated to a pale yellow solid residue (0.026 g, 78 %); 1H NMR (DMSO) δ 11.75 (br s, 1H), 8.81 (s, 1H), 8.69 (s, 1H), 8.61 (d, 1H, J=1.9), 8.24 (d, 1H, J=7.7), 7.99 (d, 1H, J=7.3), 7.67 (s, 1H), 7.34 (d, 1H, J=9.3), 7.20 (s, 1H), 4.49 (d, 2H, J=13.2), 4.11 (m, 1H), 3.89 (s, 3H), 3.83 (s, 3H), 3.37 (t, 2H, J=11.8), 2.12 (d, 2H, J=10.3), 1.76 (m, 2H); 13C N... Starting materials: O=C([O-])[O-], CN1CCCC1=O, [Cs+], [Cs+], Fc1ncccc1I, Oc1ccc(Nc2nc3ccccc3s2)cc1. The product is Ic1cccnc1Oc1ccc(Nc2nc3ccccc3s2)cc1. As a reaction SMILES: [C:26](=[O:27])([O-:28])[O-:29].[CH3:32][N:33]1[CH2:34][CH2:35][CH2:36][C:37]1=[O:38].[Cs+:30].[Cs+:31].[F:1][c:2]1[n:3][cH:4][cH:5][cH:6][c:7]1[I:8].[s:9]1[c:10]([NH:18][c:19]2[cH:20][cH:21][c:22]([OH:25])[cH:23][cH:24]2)[n:11][c:12]2[c:13]1[cH:14][cH:15][cH:16][cH:17]2>>[c:2]1([O:25][c:22]2[cH:21][cH:20][c:19]([NH:18][c:10]3[s:9][c:13]4[c:12]([n:11]3)[cH:17][cH:16][cH:15][cH:14]4)[cH:24][cH:23]2)[n:3][cH:4][cH:5][cH:6][c:7]1[I:8]. The reactants are CCOC(C)=O, CCN(C(C)C)C(C)C, CC(C)O, Clc1ccnc(Cl)n1, Nc1cnc2ccccc2c1. Yields the product Clc1nccc(Nc2cnc3ccccc3c2)n1. RXN SMILES: [CH3:29][CH2:30][O:31][C:32]([CH3:33])=[O:34].[CH:20]([N:21]([CH2:22][CH3:23])[CH:24]([CH3:25])[CH3:26])([CH3:27])[CH3:28].[CH:35]([OH:36])([CH3:37])[CH3:38].[Cl:1][c:2]1[n:3][cH:4][cH:5][c:6]([Cl:8])[n:7]1.[NH2:9][c:10]1[cH:11][n:12][c:13]2[cH:14][cH:15][cH:16][cH:17][c:18]2[cH:19]1>>[Cl:1][c:2]1[n:3][cH:4][cH:5][c:6]([NH:9][c:10]2[cH:11][n:12][c:13]3[cH:14][cH:15][cH:16][cH:17][c:18]3[cH:19]2)[n:7]1.